Dataset: the Open Reaction Database (ORD), a public repository of structured organic reaction records. Task: describe an organic reaction: reactants, conditions, products, and yield Reactants: [N+](=O)([O-])C=1C=CC=2CC3N(CC2C1)C(CNC3=O)=O (8-nitro-3,6,11,11a-tetrahydro-2H-pyrazino[1,2-b]isoquinoline-1,4-dione), B (borane). Solvent: O1CCCC1 (tetrahydrofuran), O1CCCC1 (tetrahydrofuran). Product: [N+](=O)([O-])C=1C=CC=2CC3N(CC2C1)CCNC3 (8-nitro-2,3,4,6,11,11a-hexahydro-1H-pyrazino[1,2-b]isoquinoline). The yield is 74.4%. RXN SMILES: [N+:1]([C:4]1[CH:5]=[CH:6][C:7]2[CH2:8][CH:9]3[C:17](=O)[NH:16][CH2:15][C:14](=O)[N:10]3[CH2:11][C:12]=2[CH:13]=1)([O-:3])=[O:2].B>O1CCCC1>[N+:1]([C:4]1[CH:5]=[CH:6][C:7]2[CH2:8][CH:9]3[CH2:17][NH:16][CH2:15][CH2:14][N:10]3[CH2:11][C:12]=2[CH:13]=1)([O-:3])=[O:2]. Procedure details: To 8-nitro-3,6,11,11a-tetrahydro-2H-pyrazino[1,2-b]isoquinoline-1,4-dione (4.5 g, 17.2 mmol) in anhydrous tetrahydrofuran (100 ml) was added 1.0M borane in tetrahydrofuran (255 ml). The reaction mixture was heated at reflux for 6 h. After cooling to room temperature, the excess borane was quenched by the cautious addition of methanol (71 ml) and then 2.5N hydrochloric acid (71 ml). The mixture was then refluxed for 5 h. The reaction mixture was cooled to room temperature and concentrated to dryn... Starting materials: ClC=1N=C(NC1CC)C(=O)N[C@@H]1[C@@H](CN(CC1)C=1SC(=C(N1)C)C(=O)OCC)OCC(C)(F)F (ethyl cis(±)-2-(4-{[(4-chloro-5-ethyl-1H-imidazol-2-yl)carbonyl]amino}-3-(2,2-difluoropropoxy)piperidin-1-yl)-4-methyl-1,3-thiazole-5-carboxylate), [OH-].[Li+] (lithium hydroxide). Run in CO (methanol). The product is ClC=1N=C(NC1CC)C(=O)N[C@@H]1[C@@H](CN(CC1)C=1SC(=C(N1)C)C(=O)O)OCC(C)(F)F (cis(±)-2-(4-{[(4-Chloro-5-ethyl-1H-imidazol-2-yl)carbonyl]amino}-3-(2,2-difluoropropoxy)piperidin-1-yl)-4-methyl-1,3-thiazole-5-carboxylic acid). Yield: 66.4%. Reaction SMILES: [Cl:1][C:2]1[N:3]=[C:4]([C:9]([NH:11][C@H:12]2[CH2:17][CH2:16][N:15]([C:18]3[S:19][C:20]([C:24]([O:26]CC)=[O:25])=[C:21]([CH3:23])[N:22]=3)[CH2:14][C@H:13]2[O:29][CH2:30][C:31]([F:34])([F:33])[CH3:32])=[O:10])[NH:5][C:6]=1[CH2:7][CH3:8].[OH-].[Li+]>CO>[Cl:1][C:2]1[N:3]=[C:4]([C:9]([NH:11][C@H:12]2[CH2:17][CH2:16][N:15]([C:18]3[S:19][C:20]([C:24]([OH:26])=[O:25])=[C:21]([CH3:23])[N:22]=3)[CH2:14][C@H:13]2[O:29][CH2:30][C:31]([F:34])([F:33])[CH3:32])=[O:10])[NH:5][C:6]=1[CH2:7][CH3:8] |f:1.2|. Reported procedure: The same operation as in Example (91d) was performed using ethyl cis(±)-2-(4-{[(4-chloro-5-ethyl-1H-imidazol-2-yl)carbonyl]amino}-3-(2,2-difluoropropoxy)piperidin-1-yl)-4-methyl-1,3-thiazole-5-carboxylate obtained in Example (130a) (0.20 g, 0.49 mmol), 2 N lithium hydroxide (6 mL, 12 mmol) and methanol (5 mL), to obtain 0.16 g of the title compound as a light brown solid (74%). Reactants: [Na] (sodium), CC1=C(CCl)C=CC=C1[N+](=O)[O-] (2-methyl-3-nitrobenzylchloride), [Li+].[I-] (LiI), CO (methanol). Product: CC1=C(COC)C=CC=C1[N+](=O)[O-] (Methyl 2-methyl-3-nitrobenzyl ether). Yield: 92.0%. Reaction SMILES: [Na].[CH3:2][C:3]1[C:10]([N+:11]([O-:13])=[O:12])=[CH:9][CH:8]=[CH:7][C:4]=1[CH2:5]Cl.[Li+].[I-].[CH3:16][OH:17]>>[CH3:2][C:3]1[C:10]([N+:11]([O-:13])=[O:12])=[CH:9][CH:8]=[CH:7][C:4]=1[CH2:5][O:17][CH3:16] |f:2.3,^1:0|. Procedure: To a solution of sodium (0.10 g, 4.3 mmol) in methanol (40 ml) was added 2-methyl-3-nitrobenzylchloride (0.50 g, 2.7 mmol) and catalytic amounts of LiI under nitrogen. After the reaction occurred at 40° C. over night, the solvent evaporated and the residue was purified by chromatography (heptane/EtOAc) to give the title compound 450 mg, (92%) as a yellow oil.